Dataset: the Open Reaction Database (ORD), a public repository of structured organic reaction records. Task: describe an organic reaction: reactants, conditions, products, and yield Procedure details: A suspension of 4-chloro-2,6-dinitroaniline (0.261 g, 1.19 mmol, Aldrich, used as received) in 6.66% aq. (NH4)2S (8.0 mL, prepared from 20% aq. solution available from Aldrich) and ethanol (8.0 mL) was refluxed for 45 min during which time it formed dark red solution. It was then cooled to 28° C. and the precipitated solid was filtered and dried under vacuum to yield 146 mg (65%) of pure 5-chloro-3-nitro-1,2-phenylenediamine as a shining red solid, 1H NMR (DMSO-d6): 5.031 (br s, 2H), 6.687 (br s... Yield: 65.4%. Yields the product ClC=1C=C(C(=C(C1)N)N)[N+](=O)[O-] (5-chloro-3-nitro-1,2-phenylenediamine). RXN SMILES: [Cl:1][C:2]1[CH:8]=[C:7]([N+:9]([O-])=O)[C:5]([NH2:6])=[C:4]([N+:12]([O-:14])=[O:13])[CH:3]=1>C(O)C>[Cl:1][C:2]1[CH:3]=[C:4]([N+:12]([O-:14])=[O:13])[C:5]([NH2:6])=[C:7]([NH2:9])[CH:8]=1. The reactants are ClC1=CC(=C(N)C(=C1)[N+](=O)[O-])[N+](=O)[O-] (4-chloro-2,6-dinitroaniline). Reaction conditions: temperature 28 celsius. The solvent is (NH4)2S, C(C)O (ethanol).